Task: describe an organic reaction: reactants, conditions, products, and yield. Dataset: the Open Reaction Database (ORD), a public repository of structured organic reaction records Starting materials: FC(C=1C=C(C=C(C1)C(F)(F)F)[C@@H]1[C@H]2N(C(O1)=O)[C@@H](CC2)C2=NC(=C(C=C2Br)I)N(C)C)(F)F ((1R,5S,7aS)-1-[3,5-bis(trifluoromethyl)phenyl]-5-[3-bromo-6-(dimethylamino)-5-iodopyridin-2-yl]tetrahydro-1H-pyrrolo[1,2-c][1,3]oxazol-3-one), C(=C)(C)B1OC(C)(C)C(C)(C)O1 (isopropenylboronic acid pinacol ester), dichloro[1,1′-bis(diphenylphosphino)ferrocene]palladium(II)dichloromethane, C([O-])([O-])=O.[K+].[K+] (potassium carbonate). The solvent is CN(C)C=O (DMF). Run at temperature 50 celsius, time 8 hour. Yields the product FC(C=1C=C(C=C(C1)C(F)(F)F)[C@@H]1[C@H]2N(C(O1)=O)[C@@H](CC2)C2=NC(=C(C=C2Br)C(=C)C)N(C)C)(F)F ((1R,5S,7aS)-1-[3,5-bis(trifluoromethyl)phenyl]-5-[3-bromo-6-(dimethylamino)-5-(prop-1-en-2-yl)pyridin-2-yl]tetrahydro-1H-pyrrolo[1,2-c][1,3]oxazol-3-one). The yield is 44.0%. Reaction SMILES: [F:1][C:2]([F:34])([F:33])[C:3]1[CH:4]=[C:5]([C@H:13]2[O:17][C:16](=[O:18])[N:15]3[C@H:19]([C:22]4[C:27]([Br:28])=[CH:26][C:25](I)=[C:24]([N:30]([CH3:32])[CH3:31])[N:23]=4)[CH2:20][CH2:21][C@@H:14]23)[CH:6]=[C:7]([C:9]([F:12])([F:11])[F:10])[CH:8]=1.[C:35](B1OC(C)(C)C(C)(C)O1)([CH3:37])=[CH2:36].C(=O)([O-])[O-].[K+].[K+]>CN(C=O)C>[F:1][C:2]([F:34])([F:33])[C:3]1[CH:4]=[C:5]([C@H:13]2[O:17][C:16](=[O:18])[N:15]3[C@H:19]([C:22]4[C:27]([Br:28])=[CH:26][C:25]([C:35]([CH3:37])=[CH2:36])=[C:24]([N:30]([CH3:32])[CH3:31])[N:23]=4)[CH2:20][CH2:21][C@@H:14]23)[CH:6]=[C:7]([C:9]([F:12])([F:11])[F:10])[CH:8]=1 |f:2.3.4|. Procedure: To (1R,5S,7aS)-1-[3,5-bis(trifluoromethyl)phenyl]-5-[3-bromo-6-(dimethylamino)-5-iodopyridin-2-yl]tetrahydro-1H-pyrrolo[1,2-c][1,3]oxazol-3-one (50 mg, 0.075 mmol) in DMF (1 mL) was added isopropenylboronic acid pinacol ester (13.9 mg, 0.083 mmol), dichloro[1,1′-bis(diphenylphosphino)ferrocene]palladium(II)dichloromethane adduct (1.84 mg, 2.26 mmol) and potassium carbonate (0.5 M in water, 0.30 mL, 0.151 mmol). The system was stirred at 50° C. overnight before cooling and partitioning with water... The reactants are CCO, CN(C)C=O, [O-][n+]1onc2c(Cl)cc3nc(O)c(O)nc3c21, CCOP(OCC)OCC. RXN SMILES: [CH3:28][CH2:29][OH:30].[CH3:31][N:32]([CH3:33])[CH:34]=[O:35].[Cl:1][c:2]1[c:3]2[c:4]([c:5]3[n:6][c:7]([OH:13])[c:8]([OH:12])[n:9][c:10]3[cH:11]1)[n+:14]([O-:17])[o:15][n:16]2.[P:18]([O:19][CH2:20][CH3:21])([O:22][CH2:23][CH3:24])[O:25][CH2:26][CH3:27]>>[Cl:1][c:2]1[c:3]2[c:4]([c:5]3[n:6][c:7]([OH:13])[c:8]([OH:12])[n:9][c:10]3[cH:11]1)[n:14][o:15][n:16]2. The product is Oc1nc2cc(Cl)c3nonc3c2nc1O. Reactants: N1C=CC=2N(CCCCC21)C(=O)C2CCN(CC2)C(C)=O (1-[4-(5,6,7,8-Tetrahydro-1H-pyrrolo[3,2-b]azepine-4-carbonyl)piperidin-1-yl]-ethanone), O=P(Cl)(Cl)Cl (POCl3), CN(C)C=O (DMF). The reagents and catalysts are [Au] (gold). Yields the product C(C)(=O)N1CCC(CC1)C(=O)N1C2=C(CCCC1)NC(=C2)C=O (4-(1-acetyl-piperidine-4-carbonyl)-1,4,5,6,7,8-hexahydro-pyrrolo[3,2-b]azepine-2-carbaldehyde). Reaction SMILES: [NH:1]1[C:10]2[CH2:9][CH2:8][CH2:7][CH2:6][N:5]([C:11]([CH:13]3[CH2:18][CH2:17][N:16]([C:19](=[O:21])[CH3:20])[CH2:15][CH2:14]3)=[O:12])[C:4]=2[CH:3]=[CH:2]1.O=P(Cl)(Cl)Cl.CN([CH:30]=[O:31])C>[Au]>[C:19]([N:16]1[CH2:15][CH2:14][CH:13]([C:11]([N:5]2[CH2:6][CH2:7][CH2:8][CH2:9][C:10]3[NH:1][C:2]([CH:30]=[O:31])=[CH:3][C:4]2=3)=[O:12])[CH2:18][CH2:17]1)(=[O:21])[CH3:20]. Procedure details: 1-[4-(5,6,7,8-Tetrahydro-1H-pyrrolo[3,2-b]azepine-4-carbonyl)piperidin-1-yl]-ethanone (1.1 g) was formylated with POCl3 (186 μL, 1.2 eq.) and DMF using standard Vismierer condition to give 240 mg of 4-(1-acetyl-piperidine-4-carbonyl)-1,4,5,6,7,8-hexahydro-pyrrolo[3,2-b]azepine-2-carbaldehyde as a gold colored solid. The reactants are 30, COC1=CC=C(C=C1)N1CCN(CC1)C1=CC=C(C=C1)N (4-[4-(4-methoxyphenyl)-1-piperazinyl]benzenamine), Br (hydrobromic acid). Solvent: O (water). Yields the product 12, NC1=CC=C(C=C1)N1CCN(CC1)C1=CC=C(C=C1)O (4-[4-(4-aminophenyl)-1-piperazinyl]phenol). The yield is 44.0%. RXN SMILES: C[O:2][C:3]1[CH:8]=[CH:7][C:6]([N:9]2[CH2:14][CH2:13][N:12]([C:15]3[CH:20]=[CH:19][C:18]([NH2:21])=[CH:17][CH:16]=3)[CH2:11][CH2:10]2)=[CH:5][CH:4]=1.Br>O>[NH2:21][C:18]1[CH:17]=[CH:16][C:15]([N:12]2[CH2:13][CH2:14][N:9]([C:6]3[CH:7]=[CH:8][C:3]([OH:2])=[CH:4][CH:5]=3)[CH2:10][CH2:11]2)=[CH:20][CH:19]=1. Reported procedure: A mixture of 30 parts of 4-[4-(4-methoxyphenyl)-1-piperazinyl]benzenamine and 300 parts of a hydrobromic acid solution 48% in water is stirred and refluxed for 10 days. The reaction mixture is evaporated and the residue is alkalized with sodium hydroxide. The mixture is filtered and the filtrate is acidified with acetic acid. The precipitated product is filtered off and crystallized from 1,4-dioxane, yielding 12 parts (44%) of 4-[4-(4-aminophenyl)-1-piperazinyl]phenol. Starting materials: CCCCOc1nc(N)c2nc(OC)n(CCCCC3CCCOC3)c2n1, CO, Cl, C1COCCO1. The product is CCCCOc1nc(N)c2[nH]c(=O)n(CCCCC3CCCOC3)c2n1. RXN SMILES: [CH2:1]([CH2:2][CH2:3][CH3:4])[O:5][c:6]1[n:7][c:8]([NH2:27])[c:9]2[n:10][c:11]([O:25][CH3:26])[n:12]([CH2:15][CH2:16][CH2:17][CH2:18][CH:19]3[CH2:20][O:21][CH2:22][CH2:23][CH2:24]3)[c:13]2[n:14]1.[CH3:35][OH:36].[ClH:28].[O:29]1[CH2:30][CH2:31][O:32][CH2:33][CH2:34]1>>[CH2:1]([CH2:2][CH2:3][CH3:4])[O:5][c:6]1[n:7][c:8]([NH2:27])[c:9]2[nH:10][c:11](=[O:25])[n:12]([CH2:15][CH2:16][CH2:17][CH2:18][CH:19]3[CH2:20][O:21][CH2:22][CH2:23][CH2:24]3)[c:13]2[n:14]1. Starting materials: ClCCCCCCCC (1-chlorooctane), CN1C=NC=C1 (1-methylimidazole), ClCCCCCCCC (1-chlorooctane). Run at time 4 hour. Product: [Cl-].C[N+]1=CN(C=C1)CCCCCCCC (1-methyl-3-octyl imidazolium chloride). Reaction SMILES: [Cl:1][CH2:2][CH2:3][CH2:4][CH2:5][CH2:6][CH2:7][CH2:8][CH3:9].[CH3:10][N:11]1[CH:15]=[CH:14][N:13]=[CH:12]1>>[Cl-:1].[CH3:10][N+:11]1[CH:15]=[CH:14][N:13]([CH2:2][CH2:3][CH2:4][CH2:5][CH2:6][CH2:7][CH2:8][CH3:9])[CH:12]=1 |f:2.3|. Reported procedure: The procedure of Example 1 was repeated with minor changes. 654 g of 1-chlorooctane and 360 g of 1-methylimidazole were added into a 2000 ml three-neck round-bottom flask. The reaction temperature was set from 75 to 80° C. After four hours, the milk-like solution transferred into homogenous solution. After two days, 60 g of 1-chlorooctane was added into the reactor. The reaction was continued for three days. Then, the product was washed with ethyl acetate five times and toluene three times. Afte... Reaction SMILES: [Br:1][C:2]1=[CH:10][c:9]2[c:4]([cH:5][cH:6][cH:7][cH:8]2)[CH2:3]1.[Mg:11].[O:12]1[CH2:13][CH2:14][CH2:15][CH2:16]1>>[Br:1][Mg:11].[CH:2]1=[CH:3][c:4]2[cH:5][cH:6][cH:7][cH:8][c:9]2[CH2:10]1. Reactants: BrC1=Cc2ccccc2C1, [Mg], C1CCOC1. The product is [Mg]Br, C1=Cc2ccccc2C1. The reactants are I.ClC=1N=CN(C1)C1=C(C=C(C=C1)NC(=N)SC)OC (Methyl 4-(4-chloro-1H-imidazol-1-yl)-3-methoxyphenylcarbamimidothioate, hydroiodide), ClCCCCC(C(=O)O)C1=CC=C(C=C1)F (6-chloro-2-(4-fluorophenyl)hexanoic acid), NN (hydrazine). The product is ClCCCCC(C1=CC=C(C=C1)F)C1=NC(=NN1)NC1=CC(=C(C=C1)N1C=NC(=C1)Cl)OC (5-(5-chloro-1-(4-fluorophenyl)pentyl)-N-(4-(4-chloro-1H-imidazol-1-yl)-3-methoxyphenyl)-1H-1,2,4-triazol-3-amine). Yield: 79.0%. As a reaction SMILES: I.[Cl:2][C:3]1[N:4]=[CH:5][N:6]([C:8]2[CH:13]=[CH:12][C:11]([NH:14][C:15](SC)=[NH:16])=[CH:10][C:9]=2[O:19][CH3:20])[CH:7]=1.[Cl:21][CH2:22][CH2:23][CH2:24][CH2:25][CH:26]([C:30]1[CH:35]=[CH:34][C:33]([F:36])=[CH:32][CH:31]=1)[C:27](O)=O.[NH2:37][NH2:38]>>[Cl:21][CH2:22][CH2:23][CH2:24][CH2:25][CH:26]([C:27]1[NH:38][N:37]=[C:15]([NH:14][C:11]2[CH:12]=[CH:13][C:8]([N:6]3[CH:7]=[C:3]([Cl:2])[N:4]=[CH:5]3)=[C:9]([O:19][CH3:20])[CH:10]=2)[N:16]=1)[C:30]1[CH:35]=[CH:34][C:33]([F:36])=[CH:32][CH:31]=1 |f:0.1|. Procedure: Methyl 4-(4-chloro-1H-imidazol-1-yl)-3-methoxyphenylcarbamimidothioate, hydroiodide (4.0 g, 13.48 mmol, from preparation A) and 6-chloro-2-(4-fluorophenyl)hexanoic acid (3.63 g, 14.83 mmol, from preparation AC) were coupled and then reacted with hydrazine (1.69 mL, 53.9 mmol) using a procedure analogous to Step A of Example 13 to afford 5-(5-chloro-1-(4-fluorophenyl)pentyl)-N-(4-(4-chloro-1H-imidazol-1-yl)-3-methoxyphenyl)-1H-1,2,4-triazol-3-amine (5.2 g, 10.63 mmol, 79% yield) as a reddish foam...